Task: describe an organic reaction: reactants, conditions, products, and yield. Dataset: the Open Reaction Database (ORD), a public repository of structured organic reaction records Reactants: CCOC(=O)CBr, COc1ccc(N)c(NC(COCc2ccccc2)CO[Si](C)(C)C(C)(C)C)n1, [K+], [K+], O=C([O-])[O-], CN(C)C=O. Yields the product CCOC(=O)CNc1ccc(OC)nc1NC(COCc1ccccc1)CO[Si](C)(C)C(C)(C)C. Reaction SMILES: [Br:36][CH2:37][C:38](=[O:39])[O:40][CH2:41][CH3:42].[CH3:1][C:2]([CH3:3])([CH3:4])[Si:5]([O:6][CH2:7][CH:8]([CH2:9][O:10][CH2:11][c:12]1[cH:13][cH:14][cH:15][cH:16][cH:17]1)[NH:18][c:19]1[n:20][c:21]([O:26][CH3:27])[cH:22][cH:23][c:24]1[NH2:25])([CH3:28])[CH3:29].[K+:30].[K+:31].[O-:32][C:33]([O-:34])=[O:35].[O:43]=[CH:44][N:45]([CH3:46])[CH3:47]>>[CH3:1][C:2]([CH3:3])([CH3:4])[Si:5]([O:6][CH2:7][CH:8]([CH2:9][O:10][CH2:11][c:12]1[cH:13][cH:14][cH:15][cH:16][cH:17]1)[NH:18][c:19]1[n:20][c:21]([O:26][CH3:27])[cH:22][cH:23][c:24]1[NH:25][CH2:37][C:38](=[O:39])[O:40][CH2:41][CH3:42])([CH3:28])[CH3:29]. The reactants are CCN=C=NCCCN(C)C, CC#N, Cl, NC(Cc1ccc(C(F)(F)F)cc1)C(O)c1ccc(F)cc1, O, On1nnc2ccccc21, O=C(O)CCCCc1ccccc1. The product is O=C(CCCCc1ccccc1)NC(Cc1ccc(C(F)(F)F)cc1)C(O)c1ccc(F)cc1. As a reaction SMILES: [CH2:37]([N:38]=[C:39]=[N:40][CH2:41][CH2:42][CH2:43][N:44]([CH3:45])[CH3:46])[CH3:47].[CH3:58][C:59]#[N:60].[ClH:36].[NH2:1][CH:2]([CH:3]([OH:4])[c:5]1[cH:6][cH:7][c:8]([F:11])[cH:9][cH:10]1)[CH2:12][c:13]1[cH:14][cH:15][c:16]([C:19]([F:20])([F:21])[F:22])[cH:17][cH:18]1.[OH2:61].[OH:48][n:49]1[c:50]2[cH:51][cH:52][cH:53][cH:54][c:55]2[n:56][n:57]1.[c:23]1([CH2:29][CH2:30][CH2:31][CH2:32][C:33](=[O:34])[OH:35])[cH:24][cH:25][cH:26][cH:27][cH:28]1>>[NH:1]([CH:2]([CH:3]([OH:4])[c:5]1[cH:6][cH:7][c:8]([F:11])[cH:9][cH:10]1)[CH2:12][c:13]1[cH:14][cH:15][c:16]([C:19]([F:20])([F:21])[F:22])[cH:17][cH:18]1)[C:33]([CH2:32][CH2:31][CH2:30][CH2:29][c:23]1[cH:24][cH:25][cH:26][cH:27][cH:28]1)=[O:34]. Starting materials: C(C)(C)(C)OC(=O)N1C[C@H](CC1)NC(C(F)(F)F)=O ((S)-1-(tert-butoxycarbonyl)-3-(trifluoro-acetamido)pyrrolidine), Cl (HCl), O (H2O), [OH-].[Li+] (lithium hydroxide). Solvent: C1CCOC1 (THF). Reaction conditions: time 18 hour. Product: N[C@@H]1CN(CC1)C(=O)OC(C)(C)C ((S)-3-Amino-1-(tert-butoxycarbonyl)pyrrolidine). RXN SMILES: [C:1]([O:5][C:6]([N:8]1[CH2:12][CH2:11][C@H:10]([NH:13]C(=O)C(F)(F)F)[CH2:9]1)=[O:7])([CH3:4])([CH3:3])[CH3:2].O.[OH-].[Li+].Cl>C1COCC1>[NH2:13][C@H:10]1[CH2:11][CH2:12][N:8]([C:6]([O:5][C:1]([CH3:4])([CH3:3])[CH3:2])=[O:7])[CH2:9]1 |f:2.3|. Procedure: To a stirred solution of (S)-1-(tert-butoxycarbonyl)-3-(trifluoro-acetamido)pyrrolidine, as described above in Step A, (2.80 g, 9.5 mmol) in THF (80 mL) and H2O (10 mL) was added 1.0 N aqueous lithium hydroxide (10.5 mL, 10.5 mmol) and the resulting mixture was stirred at ambient temperature for 18 hours, then adjusted to pH 7 with 1.0 N aqueous HCl and concentrated to dryness in vacuo to give the titled compound. The reactants are FC=1C=C2C3=C(N(C2=CC1)CC1=CC=CC2=CC=CC=C12)C(OC(C3)=O)=O (6-fluoro-9-naphthalen-1-ylmethyl-4,9-dihydro-pyrano[3,4-b]indole-1,3-dione), C(CCC)N (n-butylamine). The solvent is C(Cl)Cl (CH2Cl2). The product is C(CCC)NC(=O)CC1=C(N(C2=CC=C(C=C12)F)CC1=CC=CC2=CC=CC=C12)C(=O)O (3-butylcarbamoylmethyl-5-fluoro-1-naphthalen-1-ylmethyl-1H-indole-2-carboxylic acid). As a reaction SMILES: [F:1][C:2]1[CH:3]=[C:4]2[C:8](=[CH:9][CH:10]=1)[N:7]([CH2:11][C:12]1[C:21]3[C:16](=[CH:17][CH:18]=[CH:19][CH:20]=3)[CH:15]=[CH:14][CH:13]=1)[C:6]1[C:22](=[O:27])[O:23][C:24](=[O:26])[CH2:25][C:5]2=1.[CH2:28]([NH2:32])[CH2:29][CH2:30][CH3:31]>C(Cl)Cl>[CH2:28]([NH:32][C:24]([CH2:25][C:5]1[C:4]2[C:8](=[CH:9][CH:10]=[C:2]([F:1])[CH:3]=2)[N:7]([CH2:11][C:12]2[C:21]3[C:16](=[CH:17][CH:18]=[CH:19][CH:20]=3)[CH:15]=[CH:14][CH:13]=2)[C:6]=1[C:22]([OH:23])=[O:27])=[O:26])[CH2:29][CH2:30][CH3:31]. Procedure: To a solution of 6-fluoro-9-naphthalen-1-ylmethyl-4,9-dihydro-pyrano[3,4-b]indole-1,3-dione (1.0 mmole) in CH2Cl2 (3 ml) was added n-butylamine (5 mmole) and stirring was continued at 60° C. until completion of the reaction. The mixture was evaporated and the residue partitioned between aqueous HCl and AcOEt. The organic layer was dried, evaporated and the residue triturated with diethylether to give 3-butylcarbamoylmethyl-5-fluoro-1-naphthalen-1-ylmethyl-1H-indole-2-carboxylic acid as a white s...